Dataset: the Open Reaction Database (ORD), a public repository of structured organic reaction records. Task: describe an organic reaction: reactants, conditions, products, and yield The reactants are CCOP(=O)(CCNCC(C)=CCc1c(OC)c(C)c2c(c1OCC[Si](C)(C)C)C(=O)OC2)OCC, CS(=O)(=O)Cl, ClCCl, c1ccncc1. Yields the product CCOP(=O)(CCN(CC(C)=CCc1c(OC)c(C)c2c(c1OCC[Si](C)(C)C)C(=O)OC2)S(C)(=O)=O)OCC. As a reaction SMILES: [CH2:1]([CH3:2])[O:3][P:4]([O:5][CH2:6][CH3:7])(=[O:8])[CH2:9][CH2:10][NH:11][CH2:12][C:13](=[CH:14][CH2:15][c:16]1[c:17]([O:29][CH2:30][CH2:31][Si:32]([CH3:33])([CH3:34])[CH3:35])[c:18]2[c:22]([c:23]([CH3:27])[c:24]1[O:25][CH3:26])[CH2:21][O:20][C:19]2=[O:28])[CH3:36].[CH3:37][S:38]([Cl:39])(=[O:40])=[O:41].[Cl:48][CH2:49][Cl:50].[cH:42]1[cH:43][cH:44][n:45][cH:46][cH:47]1>>[CH2:1]([CH3:2])[O:3][P:4]([O:5][CH2:6][CH3:7])(=[O:8])[CH2:9][CH2:10][N:11]([CH2:12][C:13](=[CH:14][CH2:15][c:16]1[c:17]([O:29][CH2:30][CH2:31][Si:32]([CH3:33])([CH3:34])[CH3:35])[c:18]2[c:22]([c:23]([CH3:27])[c:24]1[O:25][CH3:26])[CH2:21][O:20][C:19]2=[O:28])[CH3:36])[S:38]([CH3:37])(=[O:40])=[O:41]. The reactants are O1C(C1)COC1=C(C=CC=C1)NC(=O)C=1C=2C=CNC2C=CC1 (N-[2-[(2-oxiranyl)methoxy]phenyl]-1H-indol-4-carboxamide), C(C)(C)(C)N (tert-butylamine). Solvent: C(C)O (ethanol). Procedure details: A solution of 2.8 g of the product from Step C for 1 hour in 40 ml of ethanol and 7.6 ml of tert-butylamine was heated at 80° C. under an inert atmosphere with stirring and after purification by chromatography over silica (eluent:ethyl acetate--triethylamine, 9-1, then chloroform-methanol 5-5), 3.05 g of N-[2-[3-[(1,1-dimethylethyl)amino]-2-hydroxypropoxy]phenyl]-1H-indol-4-carboxamide were obtained (amorphous beige--colored powder). Product: CC(C)(C)NCC(COC1=C(C=CC=C1)NC(=O)C=1C=2C=CNC2C=CC1)O (N-[2-[3-[(1,1-dimethylethyl)amino]-2-hydroxypropoxy]phenyl]-1H-indol-4-carboxamide). As a reaction SMILES: [O:1]1[CH2:3][CH:2]1[CH2:4][O:5][C:6]1[CH:11]=[CH:10][CH:9]=[CH:8][C:7]=1[NH:12][C:13]([C:15]1[C:16]2[CH:17]=[CH:18][NH:19][C:20]=2[CH:21]=[CH:22][CH:23]=1)=[O:14].[C:24]([NH2:28])([CH3:27])([CH3:26])[CH3:25]>C(O)C>[CH3:25][C:24]([NH:28][CH2:3][CH:2]([OH:1])[CH2:4][O:5][C:6]1[CH:11]=[CH:10][CH:9]=[CH:8][C:7]=1[NH:12][C:13]([C:15]1[C:16]2[CH:17]=[CH:18][NH:19][C:20]=2[CH:21]=[CH:22][CH:23]=1)=[O:14])([CH3:27])[CH3:26]. The reactants are N1C(CCC1)C1=NC=C(N1)C1=CC2=C(S1)C=C1C(SC(=C1)C1=CN=C(N1)C1NCCC1)=C2 (2-[5-(6-{2-[pyrrolidin-2-yl]-3H-imidazol-4-yl}-benzo[1,2-b:4,5-b′]dithiophene-2-yl)-1H-imidazol-2-yl]-pyrrolidine), Cl (HCl). The solvent is C(C)O (ethanol). The product is Cl.Cl.Cl.Cl.N1C(CCC1)C1=NC=C(N1)C1=CC2=C(S1)C=C1C(SC(=C1)C1=CN=C(N1)C1NCCC1)=C2 (2-[5-(6-{2-[pyrrolidin-2-yl]-3H-imidazol-4-yl}-benzo[1,2-b:4,5-b′]dithiophene-2-yl)-1H-imidazol-2-yl]-pyrrolidine tetrahydrochloride). RXN SMILES: [NH:1]1[CH2:5][CH2:4][CH2:3][CH:2]1[C:6]1[NH:10][C:9]([C:11]2[S:15][C:14]3[CH:16]=[C:17]4[CH:21]=[C:20]([C:22]5[NH:26][C:25]([CH:27]6[CH2:31][CH2:30][CH2:29][NH:28]6)=[N:24][CH:23]=5)[S:19][C:18]4=[CH:32][C:13]=3[CH:12]=2)=[CH:8][N:7]=1.[ClH:33]>C(O)C>[ClH:33].[ClH:33].[ClH:33].[ClH:33].[NH:1]1[CH2:5][CH2:4][CH2:3][CH:2]1[C:6]1[NH:10][C:9]([C:11]2[S:15][C:14]3[CH:16]=[C:17]4[CH:21]=[C:20]([C:22]5[NH:26][C:25]([CH:27]6[CH2:31][CH2:30][CH2:29][NH:28]6)=[N:24][CH:23]=5)[S:19][C:18]4=[CH:32][C:13]=3[CH:12]=2)=[CH:8][N:7]=1 |f:3.4.5.6.7|. Procedure details: A solution of fully protected 2-[5-(6-{2-[pyrrolidin-2-yl]-3H-imidazol-4-yl}-benzo[1,2-b:4,5-b′]dithiophene-2-yl)-1H-imidazol-2-yl]-pyrrolidine (100 mg, 0.11 mmol), ethanol (4 mL) and concentrated HCl (1 mL) was heated to 60° C. for 16 hours. The reaction was concentrated and the crude material dissolved in DCM (10 mL). This solution was concentrated to yield crude 2-[5-(6-{2-[pyrrolidin-2-yl]-3H-imidazol-4-yl}-benzo[1,2-b:4,5-b′]dithiophene-2-yl)-1H-imidazol-2-yl]-pyrrolidine tetrahydrochloride... Reactants: [H-].[Na+] (sodium hydride), C(#N)C1CN(C1)C([C@@H](C)NC(=O)C1=CN(C2=NC=C(N=C21)C2=NNC1=CC(=CC=C21)Cl)COCC[Si](C)(C)C)=O (2-(6-chloro-1H-indazol-3-yl)-5-(2-trimethylsilanylethoxymethyl)-5H-pyrrolo[2,3-b]pyrazine-7-carboxylic acid [(R)-2-(3-cyano-azetidin-1-yl)-1-methyl-2-oxo-ethyl]-amide), BrCCOC1OCCCC1 (2-(2-bromoethoxy)tetrahydro-2H-pyran). Run in CN(C)C=O (DMF). Run at temperature 0 celsius, time 30 minute. Product: C(#N)C1CN(C1)C([C@@H](C)NC(=O)C1=CN(C2=NC=C(N=C21)C2=NN(C1=CC(=CC=C21)Cl)CCOC2OCCCC2)COCC[Si](C)(C)C)=O (2-{6-chloro-1-[2-(tetrahydro-pyran-2-yloxy)-ethyl]-1H-indazol-3-yl}-5-(2-trimethylsilanylethoxymethyl)-5H-pyrrolo[2,3-b]pyrazine-7-carboxylic acid [(R)-2-(3-cyano-azetidin-1-yl)-1-methyl-2-oxo-ethyl]-amide). The yield is 92.9%. As a reaction SMILES: [C:1]([CH:3]1[CH2:6][N:5]([C:7](=[O:40])[C@H:8]([NH:10][C:11]([C:13]2[C:21]3[C:16](=[N:17][CH:18]=[C:19]([C:22]4[C:30]5[C:25](=[CH:26][C:27]([Cl:31])=[CH:28][CH:29]=5)[NH:24][N:23]=4)[N:20]=3)[N:15]([CH2:32][O:33][CH2:34][CH2:35][Si:36]([CH3:39])([CH3:38])[CH3:37])[CH:14]=2)=[O:12])[CH3:9])[CH2:4]1)#[N:2].[H-].[Na+].Br[CH2:44][CH2:45][O:46][CH:47]1[CH2:52][CH2:51][CH2:50][CH2:49][O:48]1>CN(C=O)C>[C:1]([CH:3]1[CH2:6][N:5]([C:7](=[O:40])[C@H:8]([NH:10][C:11]([C:13]2[C:21]3[C:16](=[N:17][CH:18]=[C:19]([C:22]4[C:30]5[C:25](=[CH:26][C:27]([Cl:31])=[CH:28][CH:29]=5)[N:24]([CH2:44][CH2:45][O:46][CH:47]5[CH2:52][CH2:51][CH2:50][CH2:49][O:48]5)[N:23]=4)[N:20]=3)[N:15]([CH2:32][O:33][CH2:34][CH2:35][Si:36]([CH3:39])([CH3:38])[CH3:37])[CH:14]=2)=[O:12])[CH3:9])[CH2:4]1)#[N:2] |f:1.2|. Procedure details: In a round-bottomed flask, 2-(6-chloro-1H-indazol-3-yl)-5-(2-trimethylsilanylethoxymethyl)-5H-pyrrolo[2,3-b]pyrazine-7-carboxylic acid [(R)-2-(3-cyano-azetidin-1-yl)-1-methyl-2-oxo-ethyl]-amide (see Example 23, 120 mg, 0.21 mmol) was dissolved in DMF (1.3 ml). The reaction mixture was cooled to 0° C. and sodium hydride (60% dispersion in mineral oil, 10 mg, 0.25 mmol) was added. The reaction mixture was stirred at 0° C. for 30 min then 2-(2-bromoethoxy)tetrahydro-2H-pyran (47 μl, 0.31 mmol) was ... Starting materials: ClC1=C(C=C(C(=O)N(C)C2=C(C=CC=C2)O)C=C1)B1OC(C(O1)(C)C)(C)C (4-chloro-N-(2-hydroxy-phenyl)-N-methyl-3-(4,4,5,5-tetramethyl-[1,3,2]dioxaborolan-2-yl)-benzamide), BrC=1C(=CC(=NC1)C#N)C (5-bromo-4-methyl-pyridine-2-carbonitrile), C(=O)([O-])[O-].[K+].[K+] (K2CO3). Reagents/catalysts: C=1C=CC(=CC1)[P](C=2C=CC=CC2)(C=3C=CC=CC3)[Pd]([P](C=4C=CC=CC4)(C=5C=CC=CC5)C=6C=CC=CC6)([P](C=7C=CC=CC7)(C=8C=CC=CC8)C=9C=CC=CC9)[P](C=1C=CC=CC1)(C=1C=CC=CC1)C=1C=CC=CC1 (Pd(PPh3)4). Run in O1CCOCC1 (dioxane), CCOC(=O)C (EtOAc). Run at temperature 95 celsius. Product: ClC1=C(C=C(C(=O)N(C)C2=C(C=CC=C2)O)C=C1)C=1C=NC(=CC1C)C#N (4-chloro-3-(6-cyano-4-methyl-pyridin-3-yl)-N-(2-hydroxy-phenyl)-N-methyl-benzamide). The yield is 69.2%. As a reaction SMILES: [Cl:1][C:2]1[CH:18]=[CH:17][C:5]([C:6]([N:8]([C:10]2[CH:15]=[CH:14][CH:13]=[CH:12][C:11]=2[OH:16])[CH3:9])=[O:7])=[CH:4][C:3]=1B1OC(C)(C)C(C)(C)O1.Br[C:29]1[C:30]([CH3:37])=[CH:31][C:32]([C:35]#[N:36])=[N:33][CH:34]=1.C([O-])([O-])=O.[K+].[K+]>O1CCOCC1.CCOC(C)=O.C1C=CC([P]([Pd]([P](C2C=CC=CC=2)(C2C=CC=CC=2)C2C=CC=CC=2)([P](C2C=CC=CC=2)(C2C=CC=CC=2)C2C=CC=CC=2)[P](C2C=CC=CC=2)(C2C=CC=CC=2)C2C=CC=CC=2)(C2C=CC=CC=2)C2C=CC=CC=2)=CC=1>[Cl:1][C:2]1[CH:18]=[CH:17][C:5]([C:6]([N:8]([C:10]2[CH:15]=[CH:14][CH:13]=[CH:12][C:11]=2[OH:16])[CH3:9])=[O:7])=[CH:4][C:3]=1[C:29]1[CH:34]=[N:33][C:32]([C:35]#[N:36])=[CH:31][C:30]=1[CH3:37] |f:2.3.4,^1:59,61,80,99|. Reported procedure: A mixture of 4-chloro-N-(2-hydroxy-phenyl)-N-methyl-3-(4,4,5,5-tetramethyl-[1,3,2]dioxaborolan-2-yl)-benzamide (100 mg, 0.26 mmol), 5-bromo-4-methyl-pyridine-2-carbonitrile (61 mg, 0.31 mmol), Pd(PPh3)4 (15 mg, 0.013 mmol), K2CO3 (90 mg, 0.65 mmol) in dioxane (1.2 mL), was heated at 95° C. for 12 hrs. The mixture was diluted with EtOAc, washed with water and brine, dried (Na2SO4) and concentrated in vacuo. Silica gel column chromatography (eluent: ethyl acetate/hexane (1/4 up to 4/1)) yielded 4-... Starting materials: NCC(=O)NC1CCC(CC1)(C1=CC=CC=C1)N(C)C (2-amino-N-(4-dimethylamino-4-phenylcyclohexyl)-acetamide), [Cl-].COC1=NC(=NC(=N1)OC)[N+]1(CCOCC1)C (4-(4,6-dimethoxy-1,3,5-triazin-2-yl)-4-methylmorpholinium chloride), N1C=C(C2=CC=CC=C12)C(C(=O)O)C (indol-3-yl-propionic acid). The solvent is CO (MeOH). Reaction conditions: time 24 hour. Yields the product CN(C1(CCC(CC1)NC(=O)CNC(CCC1=CNC2=CC=CC=C12)=O)C1=CC=CC=C1)C (N-[(4-Dimethylamino-4-phenylcyclohexylcarbamoyl)methyl]-3-(1H-indol-3-yl)propionamide). RXN SMILES: [NH2:1][CH2:2][C:3]([NH:5][CH:6]1[CH2:11][CH2:10][C:9]([N:18]([CH3:20])[CH3:19])([C:12]2[CH:17]=[CH:16][CH:15]=[CH:14][CH:13]=2)[CH2:8][CH2:7]1)=[O:4].[Cl-].[CH3:22][O:23]C1N=C(OC)N=C([N+]2(C)CCOCC2)N=1.[NH:39]1[C:47]2[C:42](=[CH:43][CH:44]=[CH:45][CH:46]=2)[C:41]([CH:48]([CH3:52])C(O)=O)=[CH:40]1>CO>[CH3:19][N:18]([CH3:20])[C:9]1([C:12]2[CH:13]=[CH:14][CH:15]=[CH:16][CH:17]=2)[CH2:10][CH2:11][CH:6]([NH:5][C:3]([CH2:2][NH:1][C:22](=[O:23])[CH2:52][CH2:48][C:41]2[C:42]3[C:47](=[CH:46][CH:45]=[CH:44][CH:43]=3)[NH:39][CH:40]=2)=[O:4])[CH2:7][CH2:8]1 |f:1.2|. Reported procedure: The more nonpolar diastereomer of 2-amino-N-(4-dimethylamino-4-phenylcyclohexyl)-acetamide (276 mg, 1.0 mmole) and 4-(4,6-dimethoxy-1,3,5-triazin-2-yl)-4-methylmorpholinium chloride (415 mg, 1.5 mmole) were added to a solution of indol-3-yl-propionic acid (189 mg, 1.0 mmole) in MeOH and stirred for 24 h at room temperature. Working up was performed by removing MeOH by distillation. The batch was re-dissolved with water, adjusted to pH 11 with 5M NaOH and extracted with ethyl acetate. The organic... The reactants are C1(CC1)N1C=C(C(C2=CC(=C(C(=C12)OC)F)F)=O)C(=O)O (1-cyclopropyl-6,7-difluoro-8-methoxy-4-oxo-1,4-dihydro-quinoline-3-carboxylic acid). Solvent: Br (HBr), CC(=O)O (AcOH), O (water). Run at temperature 0 celsius. Yields the product C1(CC1)N1C=C(C(C2=CC(=C(C(=C12)O)F)F)=O)C(=O)O (1-cyclopropyl-6,7-difluoro-8-hydroxy-4-oxo-1,4-dihydro-quinoline-3-carboxylic acid). Reaction SMILES: [CH:1]1([N:4]2[C:13]3[C:8](=[CH:9][C:10]([F:17])=[C:11]([F:16])[C:12]=3[O:14]C)[C:7](=[O:18])[C:6]([C:19]([OH:21])=[O:20])=[CH:5]2)[CH2:3][CH2:2]1>Br.CC(O)=O.O>[CH:1]1([N:4]2[C:13]3[C:8](=[CH:9][C:10]([F:17])=[C:11]([F:16])[C:12]=3[OH:14])[C:7](=[O:18])[C:6]([C:19]([OH:21])=[O:20])=[CH:5]2)[CH2:2][CH2:3]1. Reported procedure: A solution of 1-cyclopropyl-6,7-difluoro-8-methoxy-4-oxo-1,4-dihydro-quinoline-3-carboxylic acid (13.02 g) in HBr in AcOH (33%; 100 ml) was stirred at 100° C. for 1 day. The reaction mixture was cooled to 0° C. and diluted with water (400 ml). The resulting crystals were collected by filtration, affording, after drying, 12.4 g of a colourless material. Starting materials: CN[C@@H](CN1CC(C1)O)CCC ((R)-1-(2-(methylamino)pentyl)-azetidin-3-ol), [OH-].[K+] (KOH), ClC1=CC=C(C(=O)O)C=C1 (4-chlorobenzoic acid), CCN(C(C)C)C(C)C (DIPEA), CN(C)C(=[N+](C)C)ON1C2=C(C=CC=C2)N=N1.[B-](F)(F)(F)F (TBTU). Run in C(Cl)Cl (DCM), C1CCOC1 (THF), CO (methanol), C(Cl)Cl (DCM). Reaction conditions: time 10 minute. Product: ClC1=CC=C(C(=O)N(C)[C@@H](CN2CC(C2)O)CCC)C=C1 (4-Chloro-N-[(2R)-1-(3-hydroxyazetidin-1-yl)pentan-2-yl]-N-methylbenzamide). The yield is 73.1%. Reaction SMILES: [Cl:1][C:2]1[CH:10]=[CH:9][C:5]([C:6]([OH:8])=O)=[CH:4][CH:3]=1.CCN(C(C)C)C(C)C.CN(C(ON1N=NC2C=CC=CC1=2)=[N+](C)C)C.[B-](F)(F)(F)F.[CH3:42][NH:43][C@H:44]([CH2:51][CH2:52][CH3:53])[CH2:45][N:46]1[CH2:49][CH:48]([OH:50])[CH2:47]1.[OH-].[K+]>C(Cl)Cl.C1COCC1.CO>[Cl:1][C:2]1[CH:3]=[CH:4][C:5]([C:6]([N:43]([C@H:44]([CH2:51][CH2:52][CH3:53])[CH2:45][N:46]2[CH2:47][CH:48]([OH:50])[CH2:49]2)[CH3:42])=[O:8])=[CH:9][CH:10]=1 |f:2.3,5.6|. Procedure: 4-chlorobenzoic acid (0.527 g, 3.37 mmol) and DIPEA (1.176 mL, 6.73 mmol) were mixed in DCM (20 mL) at 0° C. After stirring for 10 min, TBTU (1.103 g, 3.43 mmol) was added to the reaction mixture. The mixture was stirred at 0° C. for 20 min. The above mixture was added in three portions to a solution of (R)-1-(2-(methylamino)pentyl)-azetidin-3-ol (Compound G2.5) (0.58 g, 3.37 mmol) in DCM (20 mL) within 10 min at 0° C. The mixture was stirred at 0° C. for 2.5 h, then warmed to rt and the mixture... Starting materials: C([O-])([O-])=O.[K+].[K+] (Potassium carbonate), CS(=O)(=O)OCC(COCC1=CC=CC=C1)C (3-(benzyloxy)-2-methylpropyl methanesulfonate), CC1(OB(OC1(C)C)C=1C=NNC1)C (4-(4,4,5,5-tetramethyl[1,3,2]dioxaborolan-2-yl)-1H-pyrazole). Solvent: CN(C)C=O (DMF). Run at temperature 80 celsius, time 8 hour. The product is C(C1=CC=CC=C1)OCC(CN1N=CC(=C1)B1OC(C(O1)(C)C)(C)C)C (1-[3-(Benzyloxy)-2-methylpropyl]-4-(4,4,5,5-tetramethyl-1,3,2-dioxaborolan-2-yl)-1H-pyrazole). As a reaction SMILES: C(=O)([O-])[O-].[K+].[K+].CS(O[CH2:12][CH:13]([CH3:23])[CH2:14][O:15][CH2:16][C:17]1[CH:22]=[CH:21][CH:20]=[CH:19][CH:18]=1)(=O)=O.[CH3:24][C:25]1([CH3:37])[C:29]([CH3:31])([CH3:30])[O:28][B:27]([C:32]2[CH:33]=[N:34][NH:35][CH:36]=2)[O:26]1>CN(C=O)C>[CH2:16]([O:15][CH2:14][CH:13]([CH3:23])[CH2:12][N:35]1[CH:36]=[C:32]([B:27]2[O:26][C:25]([CH3:37])([CH3:24])[C:29]([CH3:31])([CH3:30])[O:28]2)[CH:33]=[N:34]1)[C:17]1[CH:22]=[CH:21][CH:20]=[CH:19][CH:18]=1 |f:0.1.2|. Procedure: Potassium carbonate (0.855 g, 6.18 mmol) and 3-(benzyloxy)-2-methylpropyl methanesulfonate (Compound 18F, 1.46 g, 5.67 mmol) were added to a solution of 4-(4,4,5,5-tetramethyl[1,3,2]dioxaborolan-2-yl)-1H-pyrazole (1.0 g, 5.2 mmol) in DMF (4 mL) and the mixture was allowed to stir at 80° C. overnight. The reaction was quenched with water (20 mL) and extracted with EtOAc (50 mL). The organic layer was washed with water (2×30 mL), washed with brine (30 mL), dried over anhydrous sodium sulfate, filt... Reactants: COC([C@@H](C(C)C)N1C(C2=CC(=CC=C2C1)C1=CC=C(C=C1)NC(=O)NC1=CC(=CC=C1)C(F)(F)F)=O)=O ((R)-Methyl-3-methyl-2-(1-oxo-6-(4-(3-(3-(trifluoromethyl)phenyl)ureido)phenyl)isoindolin-2-yl)butanoate), BrC1=CC=C2CN(C(C2=C1)=O)[C@H](C(=O)OC)COC ((S)-Methyl 2-(6-bromo-1-oxoisoindolin-2-yl)-3-methoxypropanoate), CC1(OB(OC1(C)C)C1=CC=C(C=C1)NC(=O)NC1=CC(=CC=C1)C(F)(F)F)C (1-(4-(4,4,5,5-Tetramethyl-1,3,2-dioxaborolan-2-yl)phenyl)-3-(3-(trifluoromethyl)phenyl)urea). Reagents/catalysts: C1=CC=C(C=C1)P([C-]2C=CC=C2)C3=CC=CC=C3.C1=CC=C(C=C1)P([C-]2C=CC=C2)C3=CC=CC=C3.Cl[Pd]Cl.[Fe+2] (Pd(dppf)Cl2). Run in C(Cl)Cl (CH2Cl2). The product is COC[C@@H](C(=O)OC)N1C(C2=CC(=CC=C2C1)C1=CC=C(C=C1)NC(=O)NC1=CC(=CC=C1)C(F)(F)F)=O ((S)-Methyl 3-methoxy-2-(1-oxo-6-(4-(3-(3-(trifluoromethyl)phenyl)ureido)phenyl)isoindolin-2-yl)propanoate). RXN SMILES: [CH3:1][O:2][C:3](=[O:38])[C@H:4]([N:8]1[CH2:16][C:15]2[C:10](=[CH:11][C:12]([C:17]3[CH:22]=[CH:21][C:20]([NH:23][C:24]([NH:26][C:27]4[CH:32]=[CH:31][CH:30]=[C:29]([C:33]([F:36])([F:35])[F:34])[CH:28]=4)=[O:25])=[CH:19][CH:18]=3)=[CH:13][CH:14]=2)[C:9]1=[O:37])[CH:5](C)C.BrC1C=C2C(CN([C@@H](COC)C(OC)=O)[C:46]2=[O:49])=CC=1.CC1(C)C(C)(C)OB(C2C=CC(NC(NC3C=CC=C(C(F)(F)F)C=3)=O)=CC=2)O1>C1C=CC(P(C2C=CC=CC=2)[C-]2C=CC=C2)=CC=1.C1C=CC(P(C2C=CC=CC=2)[C-]2C=CC=C2)=CC=1.Cl[Pd]Cl.[Fe+2].C(Cl)Cl>[CH3:46][O:49][CH2:5][C@H:4]([N:8]1[CH2:16][C:15]2[C:10](=[CH:11][C:12]([C:17]3[CH:22]=[CH:21][C:20]([NH:23][C:24]([NH:26][C:27]4[CH:32]=[CH:31][CH:30]=[C:29]([C:33]([F:34])([F:36])[F:35])[CH:28]=4)=[O:25])=[CH:19][CH:18]=3)=[CH:13][CH:14]=2)[C:9]1=[O:37])[C:3]([O:2][CH3:1])=[O:38] |f:3.4.5.6|. Procedure details: The compound of example 354 was prepared analogous to compound of example 330 by reaction of the compound of example 353, compound of example 327 and Pd(dppf)Cl2: CH2Cl2.